Task: describe an organic reaction: reactants, conditions, products, and yield. Dataset: the Open Reaction Database (ORD), a public repository of structured organic reaction records The solvent is CO (MeOH). As a reaction SMILES: [F:1][C:2]([F:24])([O:10][C:11]1[CH:16]=[C:15]([F:17])[C:14]([N+:18]([O-])=O)=[CH:13][C:12]=1[N+:21]([O-])=O)[C:3]([N:5]([CH2:8][CH3:9])[CH2:6][CH3:7])=[O:4]>CO.[Pd]>[F:24][C:2]([F:1])([O:10][C:11]1[CH:16]=[C:15]([F:17])[C:14]([NH2:18])=[CH:13][C:12]=1[NH2:21])[C:3]([N:5]([CH2:6][CH3:7])[CH2:8][CH3:9])=[O:4]. The reactants are FC(C(=O)N(CC)CC)(OC1=C(C=C(C(=C1)F)[N+](=O)[O-])[N+](=O)[O-])F (2,2-difluoro-2-(2,4-dinitro-5-fluoro-phenoxy)-N,N-diethyl-acetamide). Yield: 86.0%. Reagents/catalysts: [Pd] (Pd/C). Procedure: A solution of 2,2-difluoro-2-(2,4-dinitro-5-fluoro-phenoxy)-N,N-diethyl-acetamide (13.5 g, 38.4 mmol) and Pd/C (10% Pd, dry catalyst, 2.0 g, 1.9 mmol) in MeOH (395) was stirred under an atmosphere of hydrogen (pressure of 0.1 bar) at 50° C. for 2 h. After completion of the reaction the pressure was released, the catalyst was filtered off and the filtrate was evaporated to dryness. The product was purified by column chromatography (SiO2, cyclohexane/EtOAc mixtures). The product was obtained as an... Product: FC(C(=O)N(CC)CC)(OC1=C(C=C(C(=C1)F)N)N)F (2,2-difluoro-2-(2,4-diamino-5-fluoro-phenoxy)-N,N-diethyl-acetamide). The reactants are [Cl-].[NH4+] (ammonium chloride), Cl (hydrochloric acid), [Mg] (Magnesium), BrC=1C=C(C=CC1)Cl (3-bromochlorobenzene), O1CCCC1 (tetrahydrofuran), ClC1=NC(=CC=C1C#N)CC (2-chloro-3-cyano-6-ethylpyridine). Product: ClC1=NC(=CC=C1C(C1=CC(=CC=C1)Cl)=O)CC (2-chloro-3-(3-chlorobenzoyl)-6-ethylpyridine). Isolated yield 22.0%. As a reaction SMILES: [Mg].Br[C:3]1[CH:4]=[C:5]([Cl:9])[CH:6]=[CH:7][CH:8]=1.[Cl:10][C:11]1[C:16]([C:17]#N)=[CH:15][CH:14]=[C:13]([CH2:19][CH3:20])[N:12]=1.[Cl-].[NH4+].Cl.[O:24]1CCCC1>>[Cl:10][C:11]1[C:16]([C:17](=[O:24])[C:3]2[CH:8]=[CH:7][CH:6]=[C:5]([Cl:9])[CH:4]=2)=[CH:15][CH:14]=[C:13]([CH2:19][CH3:20])[N:12]=1 |f:3.4|. Procedure details: Magnesium (2.72 g, 112 mmol) was added to a tetrahydrofuran (200 ml) solution of 3-bromochlorobenzene (22.1 g, 115 mmol), and the mixture was stirred at room temperature. Since spontaneous exothermic reaction occurred, the stirring was continued until the exothermicity was ceased. The reaction solution was cooled to -20° C., mixed with 2-chloro-3-cyano-6-ethylpyridine (9.33 g, 56 mmol) and then stirred for 16 hours at room temperature. The reaction solution was mixed with saturated ammonium chlo... Starting materials: CCOC(C)=O, Cc1cc(C)n(CC(=O)O)n1, CN(C)C=O, CC#N, CCN(C(C)C)C(C)C, Cl, Cl, Cn1cc(-c2ccc3c(c2)CCN3)c2c(N)ncnc21. Yields the product Cc1cc(C)n(CC(=O)N2CCc3cc(-c4cn(C)c5ncnc(N)c45)ccc32)n1. As a reaction SMILES: [CH2:43]([O:44][C:45](=[O:46])[CH3:47])[CH3:48].[CH3:23][c:24]1[n:25][n:26]([CH2:30][C:31](=[O:32])[OH:33])[c:27]([CH3:29])[cH:28]1.[CH3:49][N:50]([CH3:51])[CH:52]=[O:53].[CH3:54][C:55]#[N:56].[CH:34]([N:35]([CH2:36][CH3:37])[CH:38]([CH3:39])[CH3:40])([CH3:41])[CH3:42].[ClH:1].[ClH:2].[NH:3]1[CH2:4][CH2:5][c:6]2[cH:7][c:8](-[c:12]3[cH:13][n:14]([CH3:22])[c:15]4[n:16][cH:17][n:18][c:19]([NH2:21])[c:20]34)[cH:9][cH:10][c:11]21>>[N:3]1([C:31]([CH2:30][n:26]2[n:25][c:24]([CH3:23])[cH:28][c:27]2[CH3:29])=[O:32])[CH2:4][CH2:5][c:6]2[cH:7][c:8](-[c:12]3[cH:13][n:14]([CH3:22])[c:15]4[n:16][cH:17][n:18][c:19]([NH2:21])[c:20]34)[cH:9][cH:10][c:11]21. The reactants are [Br-], C1CCOC1, COC(=O)c1ccc(S(=O)(=O)n2cc(I)c3ccccc32)cc1, CCOCC, [Mg+]C1CC1, O=C1CCCCC1. The product is COC(=O)c1ccc(S(=O)(=O)n2cc(C3(O)CCCCC3)c3ccccc32)cc1. As a reaction SMILES: [Br-:6].[CH2:41]1[O:42][CH2:43][CH2:44][CH2:45]1.[CH3:11][O:12][C:13]([c:14]1[cH:15][cH:16][c:17]([S:20](=[O:21])(=[O:22])[n:23]2[cH:24][c:25]([I:32])[c:26]3[cH:27][cH:28][cH:29][cH:30][c:31]23)[cH:18][cH:19]1)=[O:33].[CH3:1][CH2:2][O:3][CH2:4][CH3:5].[CH:7]1([Mg+:8])[CH2:9][CH2:10]1.[O:34]=[C:35]1[CH2:36][CH2:37][CH2:38][CH2:39][CH2:40]1>>[CH3:11][O:12][C:13]([c:14]1[cH:15][cH:16][c:17]([S:20](=[O:21])(=[O:22])[n:23]2[cH:24][c:25]([C:35]3([OH:34])[CH2:36][CH2:37][CH2:38][CH2:39][CH2:40]3)[c:26]3[cH:27][cH:28][cH:29][cH:30][c:31]23)[cH:18][cH:19]1)=[O:33]. Starting materials: ClCc1noc(-c2cncc(Br)c2)n1, O=C([O-])[O-], CC#N, [Cs+], [Cs+], N#Cc1ccc2[nH]c(CCC(F)(F)F)cc2c1C(F)(F)F. The product is N#Cc1ccc2c(cc(CCC(F)(F)F)n2Cc2noc(-c3cncc(Br)c3)n2)c1C(F)(F)F. Reaction SMILES: [Br:28][c:29]1[cH:30][n:31][cH:32][c:33](-[c:35]2[n:36][c:37]([CH2:40][Cl:41])[n:38][o:39]2)[cH:34]1.[C:22](=[O:23])([O-:24])[O-:25].[CH3:42][C:43]#[N:44].[Cs+:26].[Cs+:27].[F:1][C:2]([c:3]1[c:4]2[cH:5][c:6]([CH2:14][CH2:15][C:16]([F:17])([F:18])[F:19])[nH:7][c:8]2[cH:9][cH:10][c:11]1[C:12]#[N:13])([F:20])[F:21]>>[F:1][C:2]([c:3]1[c:4]2[cH:5][c:6]([CH2:14][CH2:15][C:16]([F:17])([F:18])[F:19])[n:7]([CH2:40][c:37]3[n:36][c:35](-[c:33]4[cH:32][n:31][cH:30][c:29]([Br:28])[cH:34]4)[o:39][n:38]3)[c:8]2[cH:9][cH:10][c:11]1[C:12]#[N:13])([F:20])[F:21]. The reactants are COCCS(=O)(=O)c1ccc(B(O)O)cc1, [Na+], [Na+], O=C([O-])[O-], C1COCCO1, Cl[Pd]Cl, Cc1ccc(S(=O)(=O)OC(=CC2CCOCC2)c2cc3cc(F)cnc3n2S(=O)(=O)c2ccccc2)cc1, c1ccc(P(c2ccccc2)c2ccccc2)cc1, c1ccc(P(c2ccccc2)c2ccccc2)cc1. Yields the product COCCS(=O)(=O)c1ccc(C(=CC2CCOCC2)c2cc3cc(F)cnc3n2S(=O)(=O)c2ccccc2)cc1. As a reaction SMILES: [CH3:39][O:40][CH2:41][CH2:42][S:43](=[O:44])(=[O:45])[c:46]1[cH:47][cH:48][c:49]([B:52]([OH:53])[OH:54])[cH:50][cH:51]1.[Na+:55].[Na+:56].[O-:57][C:58](=[O:59])[O-:60].[O:61]1[CH2:62][CH2:63][O:64][CH2:65][CH2:66]1.[Pd:67]([Cl:68])[Cl:69].[c:1]1([S:7](=[O:8])(=[O:9])[n:10]2[c:11]([C:20](=[CH:21][CH:22]3[CH2:23][CH2:24][O:25][CH2:26][CH2:27]3)[O:28][S:29]([c:30]3[cH:31][cH:32][c:33]([CH3:34])[cH:35][cH:36]3)(=[O:37])=[O:38])[cH:12][c:13]3[c:14]2[n:15][cH:16][c:17]([F:19])[cH:18]3)[cH:2][cH:3][cH:4][cH:5][cH:6]1.[c:70]1([P:71]([c:72]2[cH:73][cH:74][cH:75][cH:76][cH:77]2)[c:78]2[cH:79][cH:80][cH:81][cH:82][cH:83]2)[cH:84][cH:85][cH:86][cH:87][cH:88]1.[c:89]1([P:90]([c:91]2[cH:92][cH:93][cH:94][cH:95][cH:96]2)[c:97]2[cH:98][cH:99][cH:100][cH:101][cH:102]2)[cH:103][cH:104][cH:105][cH:106][cH:107]1>>[c:1]1([S:7](=[O:8])(=[O:9])[n:10]2[c:11]([C:20](=[CH:21][CH:22]3[CH2:23][CH2:24][O:25][CH2:26][CH2:27]3)[c:49]3[cH:48][cH:47][c:46]([S:43]([CH2:42][CH2:41][O:40][CH3:39])(=[O:44])=[O:45])[cH:51][cH:50]3)[cH:12][c:13]3[c:14]2[n:15][cH:16][c:17]([F:19])[cH:18]3)[cH:2][cH:3][cH:4][cH:5][cH:6]1. Reactants: CC(CC1=CC=C(C=C1)C1=NC(=NC=C1)NC1CC(NC(C1)(C)C)(C)C)OS(=O)(=O)C1=CC=C(C=C1)C (toluene-4-sulfonic acid 1-methyl-2-{4-[2-(2,2,6,6-tetramethyl-piperidin-4-ylamino)-pyrimidin-4-yl]-phenyl}-ethyl ester), [N-]=[N+]=[N-].[Na+] (sodium azide). The solvent is CN(C)C=O (DMF). Yields the product N(=[N+]=[N-])C(CC1=CC=C(C=C1)C1=NC(=NC=C1)NC1CC(NC(C1)(C)C)(C)C)C ({4-[4-(2-Azido-propyl)-phenyl]-pyrimidin-2-yl}-(2,2,6,6-tetramethyl-piperidin-4-yl)-amine). As a reaction SMILES: [CH3:1][CH:2](OS(C1C=CC(C)=CC=1)(=O)=O)[CH2:3][C:4]1[CH:9]=[CH:8][C:7]([C:10]2[CH:15]=[CH:14][N:13]=[C:12]([NH:16][CH:17]3[CH2:22][C:21]([CH3:24])([CH3:23])[NH:20][C:19]([CH3:26])([CH3:25])[CH2:18]3)[N:11]=2)=[CH:6][CH:5]=1.[N-:38]=[N+:39]=[N-:40].[Na+]>CN(C=O)C>[N:38]([CH:2]([CH3:1])[CH2:3][C:4]1[CH:9]=[CH:8][C:7]([C:10]2[CH:15]=[CH:14][N:13]=[C:12]([NH:16][CH:17]3[CH2:22][C:21]([CH3:23])([CH3:24])[NH:20][C:19]([CH3:25])([CH3:26])[CH2:18]3)[N:11]=2)=[CH:6][CH:5]=1)=[N+:39]=[N-:40] |f:1.2|. Procedure: The title compound was prepared from toluene-4-sulfonic acid 1-methyl-2-{4-[2-(2,2,6,6-tetramethyl-piperidin-4-ylamino)-pyrimidin-4-yl]-phenyl}-ethyl ester and sodium azide in DMF. The reactants are CCOP(=O)(CCN1C(=O)c2ccccc2C1=O)OCC, CCO, NN, O. Yields the product CCOP(=O)(CCN)OCC. RXN SMILES: [C:1]1(=[O:2])[N:5]([CH2:6][CH2:7][P:8]([O:9][CH2:10][CH3:11])([O:12][CH2:13][CH3:14])=[O:15])[C:3](=[O:4])[c:16]2[cH:17][cH:18][cH:19][cH:20][c:21]21.[CH3:25][CH2:26][OH:27].[NH2:23][NH2:24].[OH2:22]>>[NH2:5][CH2:6][CH2:7][P:8]([O:9][CH2:10][CH3:11])([O:12][CH2:13][CH3:14])=[O:15]. The reactants are [H-].[Al+3].[Li+].[H-].[H-].[H-] (lithium aluminium hydride), C(#N)C1(CN(C1)C(C1=CC=CC=C1)C1=CC=CC=C1)C (3-cyano-1-diphenylmethyl-3-methylazetidine), O1CCCC1 (tetrahydrofuran), O1CCCC1 (tetrahydrofuran). Reaction conditions: time 12 hour. The product is C1(=CC=CC=C1)C(N1CC(C1)(C)CNCC)C1=CC=CC=C1 (1-diphenylmethyl-3-ethylaminomethyl-3-methylazetidine). As a reaction SMILES: [H-].[Al+3].[Li+].[H-].[H-].[H-].[C:7]([C:9]1([CH3:26])[CH2:12][N:11]([CH:13]([C:20]2[CH:25]=[CH:24][CH:23]=[CH:22][CH:21]=2)[C:14]2[CH:19]=[CH:18][CH:17]=[CH:16][CH:15]=2)[CH2:10]1)#[N:8].O1CC[CH2:29][CH2:28]1>>[C:14]1([CH:13]([C:20]2[CH:25]=[CH:24][CH:23]=[CH:22][CH:21]=2)[N:11]2[CH2:10][C:9]([CH2:7][NH:8][CH2:28][CH3:29])([CH3:26])[CH2:12]2)[CH:19]=[CH:18][CH:17]=[CH:16][CH:15]=1 |f:0.1.2.3.4.5|. Procedure details: 6.1 g (161 mmol) of lithium aluminium hydride are suspended in 250 ml of tetrahydrofuran, and a solution of 21.1 g (80.5 mmol) of 3-cyano-1-diphenylmethyl-3-methylazetidine in 150 ml of tetrahydrofuran are added dropwise during 1 hour. The temperature is maintained during the addition at between 30° and 35° C. and the mixture is then stirred for 12 hours at room temperature. The excess lithium aluminium hydride is destroyed with ethanol, the insoluble inorganic fraction is filtered off, the tetr...